This data is from the Open Reaction Database (ORD), a public repository of structured organic reaction records. The task is: describe an organic reaction: reactants, conditions, products, and yield Reactants: CS(C)=O, NCc1ccc(C(F)(F)F)cc1, O, Cc1ccc(S(=O)(=O)OCC2COc3ccc4c(c3O2)CC(=O)N4)cc1. Product: O=C1Cc2c(ccc3c2OC(CNCc2ccc(C(F)(F)F)cc2)CO3)N1. Reaction SMILES: [CH3:40][S:41]([CH3:42])=[O:43].[F:27][C:28]([c:29]1[cH:30][cH:31][c:32]([CH2:33][NH2:34])[cH:35][cH:36]1)([F:37])[F:38].[OH2:39].[c:1]1([CH3:2])[cH:3][cH:4][c:5]([S:6]([O:7][CH2:11][CH:12]2[CH2:13][O:14][c:15]3[c:16]([c:17]4[c:21]([cH:22][cH:23]3)[NH:20][C:19](=[O:24])[CH2:18]4)[O:25]2)(=[O:8])=[O:9])[cH:10][cH:26]1>>[CH2:11]([CH:12]1[CH2:13][O:14][c:15]2[c:16]([c:17]3[c:21]([cH:22][cH:23]2)[NH:20][C:19](=[O:24])[CH2:18]3)[O:25]1)[NH:34][CH2:33][c:32]1[cH:31][cH:30][c:29]([C:28]([F:27])([F:37])[F:38])[cH:36][cH:35]1. The reactants are C(C=C)OC1=C(C(=CC=C1)[N+](=O)[O-])[N+](=O)[O-] (1-allyloxy-2,3-dinitrobenzene), C(CCC)N (n-butylamine). Solvent: C(C)(C)O (isopropanol). Run at time 2 hour. Yields the product C(C=C)OC1=C(C(=CC=C1)[N+](=O)[O-])NCCCC (1-allyloxy-2-butylamino-3-nitrobenzene). As a reaction SMILES: [CH2:1]([O:4][C:5]1[CH:10]=[CH:9][CH:8]=[C:7]([N+:11]([O-:13])=[O:12])[C:6]=1[N+:14]([O-])=O)[CH:2]=[CH2:3].[CH2:17](N)[CH2:18][CH2:19][CH3:20]>C(O)(C)C>[CH2:1]([O:4][C:5]1[CH:10]=[CH:9][CH:8]=[C:7]([N+:11]([O-:13])=[O:12])[C:6]=1[NH:14][CH2:17][CH2:18][CH2:19][CH3:20])[CH:2]=[CH2:3]. Reported procedure: A mixture of 9.0 g of 1-allyloxy-2,3-dinitrobenzene and 40 ml of n-butylamine in 400 ml of isopropanol is heated under reflux, and stirred, for two hours. After evaporating off the solvent and the excess n-butylamine under reduced pressure, the resulting oil is dried at 50°/0.01 mm Hg for 2 hours. The 1-allyloxy-2-butylamino-3-nitrobenzene which is thus obtained can be further used without purification. Reactants: P(=O)(OCC)(OCC)OCC (triethyl phosphate), 50, COC([O-])=O.C(C)[N+]1=CN(C=C1)C (1-ethyl-3-methylimidazolium methyl carbonate salt). The solvent is CO (methanol), CO (methanol). Yields the product C(C)OP(=O)(OCC)[O-].C(C)[N+]1=CN(C=C1)C (1-ethyl-3-methylimidazolium diethyl phosphate). Reaction SMILES: [P:1]([O:9]CC)([O:6][CH2:7][CH3:8])([O:3][CH2:4][CH3:5])=[O:2].COC(=O)[O-].[CH2:17]([N+:19]1[CH:23]=[CH:22][N:21]([CH3:24])[CH:20]=1)[CH3:18]>CO>[CH2:4]([O:3][P:1]([O-:9])([O:6][CH2:7][CH3:8])=[O:2])[CH3:5].[CH2:17]([N+:19]1[CH:23]=[CH:22][N:21]([CH3:24])[CH:20]=1)[CH3:18] |f:1.2,4.5|. Procedure details: By adding 50 parts of triethyl phosphate (TEP: produced by Daihachi Chemical Industries Co., Ltd.) to the methanol solution of 50 parts of 1-ethyl-3-methylimidazolium methyl carbonate salt obtained in Production Example 7 and carrying out a salt exchange reaction, there was obtained a methanol solution of 1-ethyl-3-methylimidazolium diethyl phosphate monoanion. The above-described solution was heated under reduced pressure of 1.0 kPa or less at 50° C. to distill methanol until no distillate of m... Starting materials: CC(C)CC(N)C(=O)OC(C)(C)C, ClCCCl, O=C(O)c1cc(OCC(=O)N2CCCC2C(=O)NC2CCC2)n(-c2ccccc2)n1, CCN(C(C)C)C(C)C, Cl, CN(C)C=O, On1nnc2cccnc21. Yields the product CC(C)CC(NC(=O)c1cc(OCC(=O)N2CCCC2C(=O)NC2CCC2)n(-c2ccccc2)n1)C(=O)OC(C)(C)C. As a reaction SMILES: [C:51]([CH3:52])([CH3:53])([CH3:54])[O:55][C:56]([CH:57]([NH2:58])[CH2:59][CH:60]([CH3:61])[CH3:62])=[O:63].[CH2:69]([Cl:70])[CH2:71][Cl:72].[CH:1]1([NH:5][C:6](=[O:7])[CH:8]2[N:9]([C:13]([CH2:14][O:15][c:16]3[cH:17][c:18]([C:27](=[O:28])[OH:29])[n:19][n:20]3-[c:21]3[cH:22][cH:23][cH:24][cH:25][cH:26]3)=[O:30])[CH2:10][CH2:11][CH2:12]2)[CH2:2][CH2:3][CH2:4]1.[CH:41]([N:42]([CH2:43][CH3:44])[CH:45]([CH3:46])[CH3:47])([CH3:48])[CH3:49].[ClH:50].[O:64]=[CH:65][N:66]([CH3:67])[CH3:68].[OH:31][n:32]1[c:33]2[n:34][cH:35][cH:36][cH:37][c:38]2[n:39][n:40]1>>[CH:1]1([NH:5][C:6](=[O:7])[CH:8]2[N:9]([C:13]([CH2:14][O:15][c:16]3[cH:17][c:18]([C:27](=[O:28])[NH:58][CH:57]([C:56]([O:55][C:51]([CH3:52])([CH3:53])[CH3:54])=[O:63])[CH2:59][CH:60]([CH3:61])[CH3:62])[n:19][n:20]3-[c:21]3[cH:22][cH:23][cH:24][cH:25][cH:26]3)=[O:30])[CH2:10][CH2:11][CH2:12]2)[CH2:2][CH2:3][CH2:4]1. Reactants: CCOC(=O)c1cc(Br)nn1-c1ncccc1Cl, CCO, [Na+], [OH-]. The product is O=C(O)c1cc(Br)nn1-c1ncccc1Cl. As a reaction SMILES: [Br:1][c:2]1[n:3][n:4](-[c:12]2[n:13][cH:14][cH:15][cH:16][c:17]2[Cl:18])[c:5]([C:7](=[O:8])[O:9][CH2:10][CH3:11])[cH:6]1.[CH3:21][CH2:22][OH:23].[Na+:20].[OH-:19]>>[Br:1][c:2]1[n:3][n:4](-[c:12]2[n:13][cH:14][cH:15][cH:16][c:17]2[Cl:18])[c:5]([C:7](=[O:8])[OH:9])[cH:6]1. The reactants are C(CC)=O (propanal), CC(C=O)CCC (2-methyl-pentanal), [OH-].[Na+].O (sodium hydroxide water). Product: CC(C=O)=CC(CCC)C (2,4-dimethyl-2-heptenal). RXN SMILES: [CH:1](=[O:4])[CH2:2][CH3:3].[CH3:5][CH:6]([CH2:9][CH2:10][CH3:11])[CH:7]=O.[OH-].[Na+].O>>[CH3:3][C:2](=[CH:5][CH:6]([CH3:7])[CH2:9][CH2:10][CH3:11])[CH:1]=[O:4] |f:2.3.4|. Procedure details: In a similar manner as Example 1, this example is a cross-aldol condensation reaction (Aldol II) of propanal and 2-methyl-pentanal in a sodium hydroxide/water medium to form the 2,4-dimethyl-2-heptenal product that shows the productivity and selectivity results in a conventional system. The 2-methyl-pentanal starting material (175 mmol, 17.5 g) and nonane (internal standard) (8.7 mmol, 1.12 g) were added to a water solution of sodium hydroxide (1 M) (8.8 mmol, 0.352 g). The resulting mixture was... The reactants are Cl (hydrochloric acid), C1(=CC=CC=C1)S(=O)(=O)CC1=CC=C(C(=C1C(=O)OC)CCCNC(=O)OC(C)(C)C)C1=COC=C1 (methyl 6-(benzenesulphonylmethyl)-2-(3-t-butoxycarbonylaminopropyl)-3-(furan-3-yl)benzoate), C1(=CC=CC=C1)S(=O)(=O)CC1=CC=C(C(=C1C(=O)OC)CCCNC(=O)OC(C)(C)C)C1=COC=C1 (methyl 6-(benzenesulphonylmethyl)-2-(3-t-butoxycarbonylaminopropyl)-3-(furan-3-yl)benzoate). Run in O1CCOCC1 (1,4-dioxane), O (water). Reaction conditions: time 30 minute. Product: NCCCC1=C(C(=O)OC)C(=CC=C1C1=COC=C1)CS(=O)(=O)C1=CC=CC=C1 (methyl 2-(3-aminopropyl)-6-(benzenesulphonylmethyl)-3-(furan-3-yl)benzoate). As a reaction SMILES: Cl.[C:2]1([S:8]([CH2:11][C:12]2[C:17]([C:18]([O:20][CH3:21])=[O:19])=[C:16]([CH2:22][CH2:23][CH2:24][NH:25]C(OC(C)(C)C)=O)[C:15]([C:33]3[CH:37]=[CH:36][O:35][CH:34]=3)=[CH:14][CH:13]=2)(=[O:10])=[O:9])[CH:7]=[CH:6][CH:5]=[CH:4][CH:3]=1>O1CCOCC1.O>[NH2:25][CH2:24][CH2:23][CH2:22][C:16]1[C:15]([C:33]2[CH:37]=[CH:36][O:35][CH:34]=2)=[CH:14][CH:13]=[C:12]([CH2:11][S:8]([C:2]2[CH:3]=[CH:4][CH:5]=[CH:6][CH:7]=2)(=[O:10])=[O:9])[C:17]=1[C:18]([O:20][CH3:21])=[O:19]. Reported procedure: Concentrated hydrochloric acid was added to a solution of methyl 6-(benzenesulphonylmethyl)-2-(3-t-butoxycarbonylaminopropyl)-3-(furan-3-yl)benzoate (Intermediate 131) in 1,4-dioxane (8 ml) and water (2 ml) and the mixture was stirred for 30 minutes. This was evaporated to dryness and the residue was purified by chromatography on silica eluting with a mixture of DCM:MeOH:AcOH:water (120:15:3:2) to give methyl 2-(3-aminopropyl)-6-(benzenesulphonylmethyl)-3-(furan-3-yl)benzoate as a colourless gum... The reactants are ClC1=CC=NC2=CC(=CC=C12)C(F)(F)F (4-chloro-7-trifluoromethylquinoline), NC1=CC=C(C=C1)S(=O)(=O)N1CCN(CC1)C1=CC(=CC(=C1)CCC)CCC (1-[(p-aminophenyl)sulfonyl]-4-(3,5-dipropylphenyl)piperazine). Product: C(CC)C=1C=C(C=C(C1)CCC)N1CCN(CC1)S(=O)(=O)C1=CC=C(C=C1)NC1=CC=NC2=CC(=CC=C12)C(F)(F)F (1-(3,5-dipropylphenyl)-4-[[4-[[7-(trifluoromethyl)-4-quinolinyl]amino]phenyl]sulfonyl]piperazine). Reaction SMILES: Cl[C:2]1[C:11]2[C:6](=[CH:7][C:8]([C:12]([F:15])([F:14])[F:13])=[CH:9][CH:10]=2)[N:5]=[CH:4][CH:3]=1.[NH2:16][C:17]1[CH:22]=[CH:21][C:20]([S:23]([N:26]2[CH2:31][CH2:30][N:29]([C:32]3[CH:37]=[C:36]([CH2:38][CH2:39][CH3:40])[CH:35]=[C:34]([CH2:41][CH2:42][CH3:43])[CH:33]=3)[CH2:28][CH2:27]2)(=[O:25])=[O:24])=[CH:19][CH:18]=1>>[CH2:41]([C:34]1[CH:33]=[C:32]([N:29]2[CH2:28][CH2:27][N:26]([S:23]([C:20]3[CH:19]=[CH:18][C:17]([NH:16][C:2]4[C:11]5[C:6](=[CH:7][C:8]([C:12]([F:15])([F:14])[F:13])=[CH:9][CH:10]=5)[N:5]=[CH:4][CH:3]=4)=[CH:22][CH:21]=3)(=[O:25])=[O:24])[CH2:31][CH2:30]2)[CH:37]=[C:36]([CH2:38][CH2:39][CH3:40])[CH:35]=1)[CH2:42][CH3:43]. Procedure: In the manner given in Example 1C, 4-chloro-7-trifluoromethylquinoline is heated with 1-[(p-aminophenyl)sulfonyl]-4-(3,5-dipropylphenyl)piperazine to give 1-(3,5-dipropylphenyl)-4-[[4-[[7-(trifluoromethyl)-4-quinolinyl]amino]phenyl]sulfonyl]piperazine. RXN SMILES: [C:1](=[O:2])([O-:3])[O-:4].[CH3:15][I:16].[K+:5].[K+:6].[O:17]=[CH:18][N:19]([CH3:20])[CH3:21].[OH2:22].[nH:7]1[cH:8][c:9]([C:12](=[O:13])[OH:14])[cH:10][cH:11]1>>[CH3:1][O:14][C:12]([c:9]1[cH:8][nH:7][cH:11][cH:10]1)=[O:13]. Reactants: O=C([O-])[O-], CI, [K+], [K+], CN(C)C=O, O, O=C(O)c1cc[nH]c1. Product: COC(=O)c1cc[nH]c1. Reactants: ClC=1C=C(C=CC1Cl)C1(CN(CC1)C(C1=CC(=C(C(=C1)OC)OC)OC)=O)CCCS(=O)(=O)[O-] (2-[3-(3,4-dichloro-phenyl)-1-(3,4,5-trimethoxy-benzoyl)-pyrrolidin-3-yl]-ethyl-methanesulfonate), Cl.CNC(=O)C1(CCNCC1)C1=CC=CC=C1 (4-phenyl-piperidine-4-carboxylic acid methyl-amide hydrochloride). The product is CNC(=O)C1(CCN(CC1)CCC1(CN(CC1)C(C1=CC(=C(C(=C1)OC)OC)OC)=O)C1=CC(=C(C=C1)Cl)Cl)C1=CC=CC=C1 (1-[2-[3-(3,4-dichloro-phenyl)-1-(3,4,5-trimethoxy-benzoyl)-pyrrolidin-3-yl]-ethyl]-4-phenyl-piperidine-4-carboxylic acid methyl-amide). RXN SMILES: [Cl:1][C:2]1[CH:3]=[C:4]([C:9]2([CH2:28][CH2:29]CS([O-])(=O)=O)[CH2:13][CH2:12][N:11]([C:14](=[O:27])[C:15]3[CH:20]=[C:19]([O:21][CH3:22])[C:18]([O:23][CH3:24])=[C:17]([O:25][CH3:26])[CH:16]=3)[CH2:10]2)[CH:5]=[CH:6][C:7]=1[Cl:8].Cl.[CH3:36][NH:37][C:38]([C:40]1([C:46]2[CH:51]=[CH:50][CH:49]=[CH:48][CH:47]=2)[CH2:45][CH2:44][NH:43][CH2:42][CH2:41]1)=[O:39]>>[CH3:36][NH:37][C:38]([C:40]1([C:46]2[CH:51]=[CH:50][CH:49]=[CH:48][CH:47]=2)[CH2:41][CH2:42][N:43]([CH2:29][CH2:28][C:9]2([C:4]3[CH:5]=[CH:6][C:7]([Cl:8])=[C:2]([Cl:1])[CH:3]=3)[CH2:13][CH2:12][N:11]([C:14](=[O:27])[C:15]3[CH:20]=[C:19]([O:21][CH3:22])[C:18]([O:23][CH3:24])=[C:17]([O:25][CH3:26])[CH:16]=3)[CH2:10]2)[CH2:44][CH2:45]1)=[O:39] |f:1.2|. Reported procedure: Prepare by the method of example 3.3 using 2-[3-(3,4-dichloro-phenyl)-1-(3,4,5-trimethoxy-benzoyl)-pyrrolidin-3-yl]-ethyl-methanesulfonate (5 mmol) and 4-phenyl-piperidine-4-carboxylic acid methyl-amide hydrochloride (7.5 mmol, 1.5 eq.). Chromatograph on silica gel to give the title compound.